From a dataset of the Open Reaction Database (ORD), a public repository of structured organic reaction records. describe an organic reaction: reactants, conditions, products, and yield The reactants are CO, [N-]=[N+]=NCc1cc(=O)c(OCc2ccccc2)cn1Cc1ccccc1. Product: NCc1cc(=O)c(OCc2ccccc2)cn1Cc1ccccc1. Reaction SMILES: [CH3:27][OH:28].[N:1](=[N+:2]=[N-:3])[CH2:4][c:5]1[n:6]([CH2:20][c:21]2[cH:22][cH:23][cH:24][cH:25][cH:26]2)[cH:7][c:8]([O:12][CH2:13][c:14]2[cH:15][cH:16][cH:17][cH:18][cH:19]2)[c:9](=[O:11])[cH:10]1>>[NH2:1][CH2:4][c:5]1[n:6]([CH2:20][c:21]2[cH:22][cH:23][cH:24][cH:25][cH:26]2)[cH:7][c:8]([O:12][CH2:13][c:14]2[cH:15][cH:16][cH:17][cH:18][cH:19]2)[c:9](=[O:11])[cH:10]1. The reactants are CCCC[N+](CCCC)(CCCC)CCCC.[F-] (TBAF), [Li]C(C)(C)C (t-BuLi), BrC=1C=C(O[Si](C)(C)C(C)(C)C)C=C(C1)F ((3-bromo-5-fluoro-phenoxy)-tert-butyl-dimethyl-silane), CN(C)CC1C(C2CC2CC1)=O (3-dimethylaminomethyl-bicyclo[4.1.0]heptan-2-one). The solvent is C(Cl)Cl (CH2Cl2), C1CCOC1 (THF). Conditions: temperature -78 celsius, time 1 hour. The product is CN(C)CC1C(C2CC2CC1)(O)C1=CC(=CC(=C1)O)F (3-dimethylaminomethyl-2-(3-fluoro-5-hydroxy-phenyl)-bicyclo[4.1.0]heptan-2-ol). The yield is 13.9%. As a reaction SMILES: [Li]C(C)(C)C.Br[C:7]1[CH:8]=[C:9]([CH:18]=[C:19]([F:21])[CH:20]=1)[O:10][Si](C(C)(C)C)(C)C.[CH3:22][N:23]([CH2:25][CH:26]1[CH2:32][CH2:31][CH:30]2[CH:28]([CH2:29]2)[C:27]1=[O:33])[CH3:24].CCCC[N+](CCCC)(CCCC)CCCC.[F-]>C1COCC1.C(Cl)Cl>[CH3:24][N:23]([CH2:25][CH:26]1[CH2:32][CH2:31][CH:30]2[CH:28]([CH2:29]2)[C:27]1([C:7]1[CH:8]=[C:9]([OH:10])[CH:18]=[C:19]([F:21])[CH:20]=1)[OH:33])[CH3:22] |f:3.4|. Reported procedure: Add a solution of t-BuLi (19.4 mL, 25.2 mmol) via syringe to a solution of (3-bromo-5-fluoro-phenoxy)-tert-butyl-dimethyl-silane (6.99 g, 22.9 mmol) in THF (100 mL) at −78° C. under N2. After being stirred at −78° C. for 1 hour, add dropwise a solution of 3-dimethylaminomethyl-bicyclo[4.1.0]heptan-2-one (2.55 g, 15.3 mmol) to the reaction mixture and stir the reaction mixture at −78° C. for additional 2 hours. Quench the reaction with saturated NH4Cl solution (30 mL). Extract the resultant aqueo... Reactants: ClC=1C=C(C=CC1)[C@H]1CCC(N([C@@H]1C1=CC=C(C=C1)Cl)[C@H](CO)CC)=O ((5R,6S)-5-(3-chlorophenyl)-6-(4-chlorophenyl)-1-((S)-1-hydroxybutan-2-yl)piperidin-2-one), N1C=NC=C1 (imidazole), [Si](C1=CC=CC=C1)(C1=CC=CC=C1)(C(C)(C)C)Cl (tert-butyldiphenylsilyl chloride). Run in CN(C)C=O (DMF). Reaction conditions: time 17 hour. Yields the product [Si](C1=CC=CC=C1)(C1=CC=CC=C1)(C(C)(C)C)OC[C@H](CC)N1C(CC[C@@H]([C@H]1C1=CC=C(C=C1)Cl)C1=CC(=CC=C1)Cl)=O ((5R,6S)-1-((S)-1-(tert-butyldiphenylsilyloxy)butan-2-yl)-5-(3-chlorophenyl)-6-(4-chlorophenyl)piperidin-2-one). As a reaction SMILES: [Cl:1][C:2]1[CH:3]=[C:4]([C@@H:8]2[C@@H:13]([C:14]3[CH:19]=[CH:18][C:17]([Cl:20])=[CH:16][CH:15]=3)[N:12]([C@@H:21]([CH2:24][CH3:25])[CH2:22][OH:23])[C:11](=[O:26])[CH2:10][CH2:9]2)[CH:5]=[CH:6][CH:7]=1.N1C=CN=C1.[Si:32](Cl)([C:45]([CH3:48])([CH3:47])[CH3:46])([C:39]1[CH:44]=[CH:43][CH:42]=[CH:41][CH:40]=1)[C:33]1[CH:38]=[CH:37][CH:36]=[CH:35][CH:34]=1>CN(C=O)C>[Si:32]([O:23][CH2:22][C@@H:21]([N:12]1[C@H:13]([C:14]2[CH:19]=[CH:18][C:17]([Cl:20])=[CH:16][CH:15]=2)[C@@H:8]([C:4]2[CH:5]=[CH:6][CH:7]=[C:2]([Cl:1])[CH:3]=2)[CH2:9][CH2:10][C:11]1=[O:26])[CH2:24][CH3:25])([C:45]([CH3:48])([CH3:47])[CH3:46])([C:39]1[CH:40]=[CH:41][CH:42]=[CH:43][CH:44]=1)[C:33]1[CH:38]=[CH:37][CH:36]=[CH:35][CH:34]=1. Procedure details: To a solution of 44.7 g (114 mmol) of (5R,6S)-5-(3-chlorophenyl)-6-(4-chlorophenyl)-1-((S)-1-hydroxybutan-2-yl)piperidin-2-one (Example 185, Step B) and 19.4 g (285 mmol) of imidazole in DMF (350 mL) was added 39.4 mL (154 mmol) of tert-butyldiphenylsilyl chloride. The colorless solution was stirred at room temperature for 17 h. The reaction was partitioned between water and ethyl ether (3×), and then the combined organic layers were washed with saturated aqueous sodium chloride (1×), dried over...